This data is from the Open Reaction Database (ORD), a public repository of structured organic reaction records. The task is: describe an organic reaction: reactants, conditions, products, and yield Reactants: COC1=CC=C(C=C1)SC1=C(C=C(C(=O)Cl)C=C1)NC=1C2=C(N=CN1)N=CC=C2 (4-(4-Methoxy-phenylsulfanyl)-3-(pyrido[2,3-d]pyrimidin-4-ylamino)-benzoyl chloride), FC1=C(C=C(N)C=C1)C (4-fluoro-3-methylaniline), FC(C=1C=C(N)C=CC1)(F)F (3-(trifluoromethyl)aniline). Run in CO (methanol). The product is FC1=C(C=C(C=C1)NC(C1=CC(=C(C=C1)SC1=CC=C(C=C1)OC)NC=1C2=C(N=CN1)N=CC=C2)=O)C (N-(4-Fluoro-3-methyl-phenyl)-4-(4-methoxy-phenylsulfanyl)-3-(pyrido[2,3-d]pyrimidin-4-ylamino)-benzamide). As a reaction SMILES: [CH3:1][O:2][C:3]1[CH:8]=[CH:7][C:6]([S:9][C:10]2[CH:18]=[CH:17][C:13]([C:14](Cl)=[O:15])=[CH:12][C:11]=2[NH:19][C:20]2[C:21]3[CH:29]=[CH:28][CH:27]=[N:26][C:22]=3[N:23]=[CH:24][N:25]=2)=[CH:5][CH:4]=1.[F:30][C:31]1[CH:37]=[CH:36][C:34]([NH2:35])=[CH:33][C:32]=1[CH3:38].FC(F)(F)C1C=C(C=CC=1)N>CO>[F:30][C:31]1[CH:37]=[CH:36][C:34]([NH:35][C:14](=[O:15])[C:13]2[CH:17]=[CH:18][C:10]([S:9][C:6]3[CH:7]=[CH:8][C:3]([O:2][CH3:1])=[CH:4][CH:5]=3)=[C:11]([NH:19][C:20]3[C:21]4[CH:29]=[CH:28][CH:27]=[N:26][C:22]=4[N:23]=[CH:24][N:25]=3)[CH:12]=2)=[CH:33][C:32]=1[CH3:38]. Reported procedure: The product from Example 260B was reacted with 4-fluoro-3-methylaniline according to the procedure from Example 260C substituting 4-fluoro-3-methylaniline for 3-(trifluoromethyl)aniline to provide the title compound as an off white solid after trituration of the reaction product from methanol (44 mg, 52%). The reactants are C(C)(=O)NC1=C(C=C(C=C1)C)OC1=C(C=C(C(=O)O)C=C1S(N)(=O)=O)NCC1=CC=CC=C1 (4-(4-acetamido-3tolyloxy)-3benzylamino- 5-sulfamoylbenzoic acid), [OH-].[Na+] (sodium hydroxide). Product: NC1=C(C=C(C=C1)C)OC1=C(C=C(C(=O)O)C=C1S(N)(=O)=O)NCC1=CC=CC=C1 (4-(4-amino-3-tolyloxy)-3-benzylamino-5-sulfamoylbenzoic acid). Reaction SMILES: C([NH:4][C:5]1[CH:10]=[CH:9][C:8]([CH3:11])=[CH:7][C:6]=1[O:12][C:13]1[C:21]([S:22](=[O:25])(=[O:24])[NH2:23])=[CH:20][C:16]([C:17]([OH:19])=[O:18])=[CH:15][C:14]=1[NH:26][CH2:27][C:28]1[CH:33]=[CH:32][CH:31]=[CH:30][CH:29]=1)(=O)C.[OH-].[Na+]>>[NH2:4][C:5]1[CH:10]=[CH:9][C:8]([CH3:11])=[CH:7][C:6]=1[O:12][C:13]1[C:21]([S:22](=[O:24])(=[O:25])[NH2:23])=[CH:20][C:16]([C:17]([OH:19])=[O:18])=[CH:15][C:14]=1[NH:26][CH2:27][C:28]1[CH:29]=[CH:30][CH:31]=[CH:32][CH:33]=1 |f:1.2|. Procedure details: The mixture of 2.5 g of 4-(4-acetamido-3tolyloxy)-3benzylamino- 5-sulfamoylbenzoic acid and 25 ml of 2N aqueous sodium hydroxide is refluxed for 7 hours under nitrogen. After cooling it is filtered, the filtrate acidified to a pH of 4-5 with glacial acetic acid, the precipitate formed filtered off, washed with water and recrystallized from 50% aqueous ethanol, to yield the 4-(4-amino-3-tolyloxy)-3-benzylamino-5-sulfamoylbenzoic acid of the formula ##SPC13## The reactants are C1CCOC1, COC(=O)c1scc(CC#N)c1Cl. Product: COC(=O)c1scc(CCN)c1Cl. As a reaction SMILES: [CH2:14]1[O:15][CH2:16][CH2:17][CH2:18]1.[CH3:1][O:2][C:3](=[O:4])[c:5]1[s:6][cH:7][c:8]([CH2:11][C:12]#[N:13])[c:9]1[Cl:10]>>[CH3:1][O:2][C:3](=[O:4])[c:5]1[s:6][cH:7][c:8]([CH2:11][CH2:12][NH2:13])[c:9]1[Cl:10]. Starting materials: ClC=1C2=C(N=CN1)NC(C2=CC=2NC(=CC2C)C)=O (4-chloro-5-(3,5-dimethyl-1H-pyrrol-2-ylmethylene)-5,7-dihydro-pyrrolo[2,3-d]pyrimidin-6-one), ClC=1C=C(C=CC1F)N (3chloro-4-fluoro-phenylamine), ClC=1C2=C(N=CN1)NC(C2=CC=2NC(=CC2C)C)=O (4-chloro-5-(3,5-dimethyl-1H-pyrrol-2-ylmethylene)-5,7-dihydro-pyrrolo[2,3-d]pyrimidin-6-one). Product: ClC=1C=C(C=CC1F)NC=1C2=C(N=CN1)NC(C2=CC2=NC(=CC2C)C)=O (4-(3-Chloro-4-fluoro-phenylamino)-5-(3,5-dimethyl-3H-pyrrol-2-ylmethylene)-5,7-dihydro-pyrrolo[2,3-D]pyrimidin-6-one). Isolated yield 57.0%. RXN SMILES: Cl[C:2]1[C:3]2[C:10](=[CH:11][C:12]3[NH:13][C:14]([CH3:18])=[CH:15][C:16]=3[CH3:17])[C:9](=[O:19])[NH:8][C:4]=2[N:5]=[CH:6][N:7]=1.[Cl:20][C:21]1[CH:22]=[C:23]([NH2:28])[CH:24]=[CH:25][C:26]=1[F:27]>>[Cl:20][C:21]1[CH:22]=[C:23]([NH:28][C:2]2[C:3]3[C:10](=[CH:11][C:12]4[CH:16]([CH3:17])[CH:15]=[C:14]([CH3:18])[N:13]=4)[C:9](=[O:19])[NH:8][C:4]=3[N:5]=[CH:6][N:7]=2)[CH:24]=[CH:25][C:26]=1[F:27]. Reported procedure: The title compound (57% yield) was prepared from 4-chloro-5-(3,5-dimethyl-1H-pyrrol-2-ylmethylene)-5,7-dihydro-pyrrolo[2,3-d]pyrimidin-6-one and 3chloro-4-fluoro-phenylamine according to the procedure described for Example 12 without the conversion to the HCl salt. 1H NMR (360 MHz, DMSO-d6) δ 313.10 (br s, 1H, NH), 11.60 (br s, 1H, NH), 9.10 (s, 1H), 8.27 (s, 1H, H-vinyl), 7.70 (m, 1H), 7.3-7.4 (m, 3H), 6.04 (br s, 1H), 2.33 (s, 3H, CH3), 2.16 (s, 3H, CH3) MS 384.3 [M++1]. Reactants: ClC[C@@H]1[C@H]([C@H]([C@@H](O1)N1C(=NC=2C(N)=NC=NC12)C)O)O (5′-Chloro-5′-deoxy-8-methyladenosine), C[S-].[Na+] (sodium thiomethoxide). Solvent: CN(C)C=O (DMF). Yields the product CSC[C@@H]1[C@H]([C@H]([C@@H](O1)N1C(=NC=2C(N)=NC=NC12)C)O)O (5′-Deoxy-5′-methylthio-8-methyladenosine). As a reaction SMILES: Cl[CH2:2][C@H:3]1[O:7][C@@H:6]([N:8]2[C:17]3[N:16]=[CH:15][N:14]=[C:12]([NH2:13])[C:11]=3[N:10]=[C:9]2[CH3:18])[C@H:5]([OH:19])[C@@H:4]1[OH:20].[CH3:21][S-:22].[Na+]>CN(C=O)C>[CH3:21][S:22][CH2:2][C@H:3]1[O:7][C@@H:6]([N:8]2[C:17]3[N:16]=[CH:15][N:14]=[C:12]([NH2:13])[C:11]=3[N:10]=[C:9]2[CH3:18])[C@H:5]([OH:19])[C@@H:4]1[OH:20] |f:1.2|. Reported procedure: A solution of 3a (200 mg, 0.66 mmol) and sodium thiomethoxide (47 mg, 0.67 mmol) in 2 mL of anhydrous DMF was stirred for 2 days at room temperature and then concentrated to dryness. The crude product was purified by column chromatography using chloroform:methanol (7:1) as eluent. The desired fractions were collected, concentrated and dried in vacuo: yield 102 mg (49%); MS m/z 312 (M+H)+; 1HNMR (DMSO-d6) δ 8.09 (s, 1H, H-2), 7.12 (bs, 2H, 6-NH2), 5.77 (d, 1H, H-1′, J1′,2′=5.7 Hz), 5.38 (bd, 1H, ... Starting materials: C(C(=O)C1=CC=CC=C1)OC(C(NC(=O)OC(C)(C)C)C1=CC=C(C=C1)O)=O (N-tert-butoxycarbonyl-2-(4-hydroxyphenyl)glycine phenacyl ester), C(C(=O)C1=CC=CC=C1)Br (phenacyl bromide), C([O-])([O-])=O.[K+].[K+] (potassium carbonate). Solvent: CC(=O)C (acetone). Yields the product C(C(=O)C1=CC=CC=C1)OC(C(NC(=O)OC(C)(C)C)C1=CC=C(C=C1)OCC(=O)C1=CC=CC=C1)=O (N-tert-butoxycarbonyl-2-(4-phenacyloxyphenyl)glycine phenacyl ester). RXN SMILES: [CH2:1]([O:10][C:11](=[O:28])[CH:12]([C:21]1[CH:26]=[CH:25][C:24]([OH:27])=[CH:23][CH:22]=1)[NH:13][C:14]([O:16][C:17]([CH3:20])([CH3:19])[CH3:18])=[O:15])[C:2]([C:4]1[CH:9]=[CH:8][CH:7]=[CH:6][CH:5]=1)=[O:3].[CH2:29](Br)[C:30]([C:32]1[CH:37]=[CH:36][CH:35]=[CH:34][CH:33]=1)=[O:31].C(=O)([O-])[O-].[K+].[K+]>CC(C)=O>[CH2:1]([O:10][C:11](=[O:28])[CH:12]([C:21]1[CH:22]=[CH:23][C:24]([O:27][CH2:29][C:30]([C:32]2[CH:37]=[CH:36][CH:35]=[CH:34][CH:33]=2)=[O:31])=[CH:25][CH:26]=1)[NH:13][C:14]([O:16][C:17]([CH3:20])([CH3:18])[CH3:19])=[O:15])[C:2]([C:4]1[CH:9]=[CH:8][CH:7]=[CH:6][CH:5]=1)=[O:3] |f:2.3.4|. Procedure: A mixture of N-tert-butoxycarbonyl-2-(4-hydroxyphenyl)glycine phenacyl ester prepared as above (3.56 g.), phenacyl bromide (1.84 g.) and potassium carbonate (1.28 g.) in an anhydrous acetone (71 ml.) was heated to reflux for 7 hours. The insoluble substances were filtered off and the filtrate was evaporated to dryness under reduced pressure. The residual oil was dissolved in chloroform, washed with water, dried over magnesium sulfate, and evaporated to dryness under reduced pressure. The residue...